From a dataset of the Open Reaction Database (ORD), a public repository of structured organic reaction records. describe an organic reaction: reactants, conditions, products, and yield Starting materials: [Li]CCCC (BuLi), COC1=CC=C(C=C1)C(C(F)(F)F)(F)F (1-methoxy-4-pentafluoroethylbenzene), C(C)(=O)Cl (acetyl chloride), solution. The reagents and catalysts are [Cl-].[Zn+2].[Cl-] (zinc chloride). Solvent: CCCCCC (hexane), C1CCOC1 (THF), CCOCC (ether). Reaction conditions: temperature -70 celsius, time 30 minute. Product: COC1=C(C=C(C=C1)C(C(F)(F)F)(F)F)C(C)=O (1-(2-Methoxy-5-pentafluoroethylphenyl)ethanone). As a reaction SMILES: [Li]CCCC.[CH3:6][O:7][C:8]1[CH:13]=[CH:12][C:11]([C:14]([F:20])([F:19])[C:15]([F:18])([F:17])[F:16])=[CH:10][CH:9]=1.[C:21](Cl)(=[O:23])[CH3:22]>CCCCCC.C1COCC1.CCOCC.[Cl-].[Zn+2].[Cl-]>[CH3:6][O:7][C:8]1[CH:9]=[CH:10][C:11]([C:14]([F:19])([F:20])[C:15]([F:16])([F:17])[F:18])=[CH:12][C:13]=1[C:21](=[O:23])[CH3:22] |f:6.7.8|. Procedure: 7.4 ml of BuLi at 2.5M in hexane are added, at −70° C., to a solution of 3.5 g of 1-methoxy-4-pentafluoroethylbenzene in 50 ml of anhydrous THF. The medium is stirred at −70° C. for 30 min and then at 0° C. for 45 min. 15.5 ml of a 1M solution of zinc chloride in ether are then added. After stirring at 0° C. for 10 min, 1.33 ml of acetyl chloride are added. The medium is then deoxygenated with nitrogen, and 332 mg of palladium benzyl(chloro)bis(triphenylphosphine) in 5 ml of anhydrous THF are in...